This data is from the Open Reaction Database (ORD), a public repository of structured organic reaction records. The task is: describe an organic reaction: reactants, conditions, products, and yield Starting materials: C, CCO, [Pd], C(=C1CCNCC1)c1ccc2ccccc2n1. Product: c1ccc2nc(CC3CCNCC3)ccc2c1. Reaction SMILES: [C:21].[CH3:18][CH2:19][OH:20].[Pd:22].[n:1]1[c:2]([CH:11]=[C:12]2[CH2:13][CH2:14][NH:15][CH2:16][CH2:17]2)[cH:3][cH:4][c:5]2[cH:6][cH:7][cH:8][cH:9][c:10]12>>[n:1]1[c:2]([CH2:11][CH:12]2[CH2:13][CH2:14][NH:15][CH2:16][CH2:17]2)[cH:3][cH:4][c:5]2[cH:6][cH:7][cH:8][cH:9][c:10]12. Reactants: CN(C)CCN(C)c1nc2ccc(NC(=O)c3cnc(Cl)cn3)cc2s1, COc1ccc(B(O)O)c(Cl)c1. Yields the product COc1ccc(-c2cnc(C(=O)Nc3ccc4nc(N(C)CCN(C)C)sc4c3)cn2)c(Cl)c1. RXN SMILES: [CH3:1][N:2]([CH2:3][CH2:4][N:5]([c:6]1[s:7][c:8]2[c:9]([n:10]1)[cH:11][cH:12][c:13]([NH:15][C:16](=[O:17])[c:18]1[n:19][cH:20][c:21]([Cl:24])[n:22][cH:23]1)[cH:14]2)[CH3:25])[CH3:26].[Cl:27][c:28]1[c:29]([B:36]([OH:37])[OH:38])[cH:30][cH:31][c:32]([O:34][CH3:35])[cH:33]1>>[CH3:1][N:2]([CH2:3][CH2:4][N:5]([c:6]1[s:7][c:8]2[c:9]([n:10]1)[cH:11][cH:12][c:13]([NH:15][C:16](=[O:17])[c:18]1[n:19][cH:20][c:21](-[c:29]3[c:28]([Cl:27])[cH:33][c:32]([O:34][CH3:35])[cH:31][cH:30]3)[n:22][cH:23]1)[cH:14]2)[CH3:25])[CH3:26]. Starting materials: Cl (hydrochloric acid), CN1C[C@@H](CCC1)COC1=CC=NC=2N(C3=C(C21)C=C(N=C3)C#N)COCC[Si](C)(C)C ((R)-4-(1-methylpiperidin-3-ylmethoxy)-9-((2-(trimethylsilyl)ethoxy)methyl)-9H-dipyrido[2,3-b;4′,3′-d]pyrrole-6-carbonitrile), [OH-].[Na+] (sodium hydroxide), Br (HBr). Solvent: O1CCOCC1 (1,4-dioxane). Conditions: temperature 75 celsius. Yields the product CN1C[C@@H](CCC1)COC1=CC=NC=2NC3=C(C21)C=C(N=C3)C#N ((R)-4-((1-methylpiperidin-3-yl)methoxy)-9H-dipyrido[2,3-b;4′,3′-d]pyrrole-6-carbonitrile). The yield is 80.9%. Reaction SMILES: [CH3:1][N:2]1[CH2:7][CH2:6][CH2:5][C@@H:4]([CH2:8][O:9][C:10]2[C:18]3[C:17]4[CH:19]=[C:20]([C:23]#[N:24])[N:21]=[CH:22][C:16]=4[N:15](COCC[Si](C)(C)C)[C:14]=3[N:13]=[CH:12][CH:11]=2)[CH2:3]1.Br.[OH-].[Na+].Cl>O1CCOCC1>[CH3:1][N:2]1[CH2:7][CH2:6][CH2:5][C@@H:4]([CH2:8][O:9][C:10]2[C:18]3[C:17]4[CH:19]=[C:20]([C:23]#[N:24])[N:21]=[CH:22][C:16]=4[NH:15][C:14]=3[N:13]=[CH:12][CH:11]=2)[CH2:3]1 |f:2.3|. Procedure: (R)-4-(1-methylpiperidin-3-ylmethoxy)-9-((2-(trimethylsilyl)ethoxy)methyl)-9H-dipyrido[2,3-b;4′,3′-d]pyrrole-6-carbonitrile (45 mg, 0.1 mmol) was dissolved in 1,4-dioxane (0.2 mL) and then treated with 48% HBr(aq) (0.2 mL) and heated at 75° C. for 15 minutes. The cooled reaction mixture was then basified to pH ˜12 by dropwise addition of 6N sodium hydroxide and then immediately acidified to pH ˜8-9 by dropwise addition of concentrated hydrochloric acid, producing a cloudy precipitate. The solid ... Reactants: Cc1ccccc1, ClCCl, CC(C)(C)OC(=O)N1CCC(NC(=O)c2ccc(-c3cccc(F)c3)nc2)C(c2ccc(F)cc2)C1, O=C(O)C(F)(F)F. Yields the product O=C(NC1CCNCC1c1ccc(F)cc1)c1ccc(-c2cccc(F)c2)nc1. As a reaction SMILES: [CH3:47][c:48]1[cH:49][cH:50][cH:51][cH:52][cH:53]1.[Cl:44][CH2:45][Cl:46].[F:1][c:2]1[cH:3][cH:4][c:5]([CH:8]2[CH2:9][N:10]([C:30]([O:31][C:32]([CH3:33])([CH3:34])[CH3:35])=[O:36])[CH2:11][CH2:12][CH:13]2[NH:14][C:15](=[O:16])[c:17]2[cH:18][n:19][c:20](-[c:23]3[cH:24][c:25]([F:29])[cH:26][cH:27][cH:28]3)[cH:21][cH:22]2)[cH:6][cH:7]1.[F:37][C:38]([F:39])([F:40])[C:41]([OH:42])=[O:43]>>[F:1][c:2]1[cH:3][cH:4][c:5]([CH:8]2[CH2:9][NH:10][CH2:11][CH2:12][CH:13]2[NH:14][C:15](=[O:16])[c:17]2[cH:18][n:19][c:20](-[c:23]3[cH:24][c:25]([F:29])[cH:26][cH:27][cH:28]3)[cH:21][cH:22]2)[cH:6][cH:7]1.